From a dataset of the Open Reaction Database (ORD), a public repository of structured organic reaction records. describe an organic reaction: reactants, conditions, products, and yield Starting materials: C(CC=O)=O (Malonaldehyde), C(#N)[BH3-].[Na+] (sodium cyanoborohydride), ClC1=CC=C(C(C2=CC=CC=C2)N2CCNCC2)C=C1 (1-(4-chlorobenzhydryl)piperazine), C(C)(=O)O (acetic acid). Solvent: CO (methanol). Yields the product ClC1=CC=C(C(C2=CC=CC=C2)N2CCN(CC2)CCCN2CCN(CC2)C(C2=CC=C(C=C2)Cl)C2=CC=CC=C2)C=C1 (1,3-bis-[4-(4-chlorobenzhydryl)piperazin-1-yl]propane), crude product. Reaction SMILES: [Cl:1][C:2]1[CH:20]=[CH:19][C:5]([CH:6]([N:13]2[CH2:18][CH2:17][NH:16][CH2:15][CH2:14]2)[C:7]2[CH:12]=[CH:11][CH:10]=[CH:9][CH:8]=2)=[CH:4][CH:3]=1.[C:21](O)(=O)[CH3:22].[CH:25](=O)[CH2:26][CH:27]=O.[C:30]([BH3-])#[N:31].[Na+]>CO>[Cl:1][C:2]1[CH:3]=[CH:4][C:5]([CH:6]([N:13]2[CH2:14][CH2:15][N:16]([CH2:25][CH2:26][CH2:27][N:13]3[CH2:6][CH2:7][N:31]([CH:30]([C:21]4[CH:22]=[CH:8][CH:9]=[CH:10][CH:11]=4)[C:5]4[CH:4]=[CH:3][C:2]([Cl:1])=[CH:20][CH:19]=4)[CH2:15][CH2:14]3)[CH2:17][CH2:18]2)[C:7]2[CH:8]=[CH:9][CH:10]=[CH:11][CH:12]=2)=[CH:19][CH:20]=1 |f:3.4|. Reported procedure: A solution of 1-(4-chlorobenzhydryl)piperazine 1 (obt. from Aldrich; 2 mmols) in methanol (8 mL) is acidified with acetic acid to pH 6.5 (pH meter) under a nitrogen atmosphere. Malonaldehyde (1 mmol) is added neat followed by sodium cyanoborohydride (3.1 mmols). The progress of the reaction is followed by thin layer chromatography. After the reaction is complete, the reaction solution is quenched in water and the pH of the aqueous mixture is adjusted to greater than 10 with aqueous NaOH. The mix... Reactants: [K] (potassium), C(C)OC(C(C=O)C#N)=O (3-oxo-2-cyanopropanoic acid ethyl ester), solution, [Cl-].C1(=CC=CC=C1)[S+](C1=CC=CC=C1)C1=CC=CC=C1 (triphenylsulfonium chloride). Run in O (water), O (water), O (Water). Product: C1(=CC=CC=C1)[S+](C1=CC=CC=C1)C1=CC=CC=C1.C(C)OC(C(C=O)C#N)=O (3-oxo-2-cyanopropanoic acid ethyl ester triphenylsulfonium salt). RXN SMILES: [K].[CH2:2]([O:4][C:5](=[O:11])[CH:6]([C:9]#[N:10])[CH:7]=[O:8])[CH3:3].[Cl-].[C:13]1([S+:19]([C:26]2[CH:31]=[CH:30][CH:29]=[CH:28][CH:27]=2)[C:20]2[CH:25]=[CH:24][CH:23]=[CH:22][CH:21]=2)[CH:18]=[CH:17][CH:16]=[CH:15][CH:14]=1>O>[C:26]1([S+:19]([C:13]2[CH:14]=[CH:15][CH:16]=[CH:17][CH:18]=2)[C:20]2[CH:25]=[CH:24][CH:23]=[CH:22][CH:21]=2)[CH:27]=[CH:28][CH:29]=[CH:30][CH:31]=1.[CH2:2]([O:4][C:5](=[O:11])[CH:6]([C:9]#[N:10])[CH:7]=[O:8])[CH3:3] |f:2.3,5.6,^1:0|. Procedure details: Into a solution of potassium salt of 3-oxo-2-cyanopropanoic acid ethyl ester (1.79 g, 10 mmol) in water (10 ml) was added a 50% solution of triphenylsulfonium chloride in water (5.96 g, 10 mmol). The reaction mixture turned cloudy. Water (15 ml) was added and the mixture was extracted with chloroform (2×25 ml) followed by drying over MgSO4. The removal of the solvent on a rotary evaporator under reduced pressure gave desired product as yellow crystalline material. Yield 3.2 g (80%). The yield is 43.8%. RXN SMILES: [O:1]1[C:5]2[CH:6]=[CH:7][C:8]([CH2:10][CH2:11][CH2:12][SH:13])=[CH:9][C:4]=2[O:3][CH2:2]1.[SH:14][CH2:15][CH2:16][OH:17]>>[O:1]1[C:5]2[CH:6]=[CH:7][C:8]([CH2:10][CH2:11][CH2:12][S:13][S:14][CH2:15][CH2:16][OH:17])=[CH:9][C:4]=2[O:3][CH2:2]1. The product is O1COC2=C1C=CC(=C2)CCCSSCCO (2-[{3-(1,3-Benzodioxol-5-yl)propyl}dithio]ethanol). Procedure: 8.4 g of the title compound was prepared from 27.8 g of 3-(1,3-benzodioxol-5-yl)propanethiol and 5.5 g of 2-mercaptoethanol as a colorless oil according to the same procedure as that described in Example 1. Starting materials: O1COC2=C1C=CC(=C2)CCCS (3-(1,3-benzodioxol-5-yl)propanethiol), SCCO (2-mercaptoethanol). The reactants are COCCOC1CCN(C(=O)OC(C)(C)C)CC1, CO, Cl, C1COCCO1. Product: Cl, COCCOC1CCNCC1. Reaction SMILES: [C:1]([O:2][C:3](=[O:4])[N:8]1[CH2:9][CH2:10][CH:11]([O:14][CH2:15][CH2:16][O:17][CH3:18])[CH2:12][CH2:13]1)([CH3:5])([CH3:6])[CH3:7].[CH3:26][OH:27].[ClH:19].[O:20]1[CH2:21][CH2:22][O:23][CH2:24][CH2:25]1>>[ClH:19].[NH:8]1[CH2:9][CH2:10][CH:11]([O:14][CH2:15][CH2:16][O:17][CH3:18])[CH2:12][CH2:13]1. Starting materials: ClC(=O)OC1=CC=C(C=C1)C(F)(F)F (4-trifluoromethylphenyl chloroformate), O (water), COC1=NC(=CC=C1)NC (2-methoxy-6-methylaminopyridine), C([O-])([O-])=O.[K+].[K+] (potassium carbonate). The solvent is CC(=O)C (acetone), CC(=O)C (acetone). The product is COC1=CC=CC(=N1)N(C(OC1=CC=C(C=C1)C(F)(F)F)=O)C (4-trifluoromethylphenyl N-(6-methoxy-2-pyridyl)-N-methylcarbamate). Isolated yield 62.0%. As a reaction SMILES: [CH3:1][O:2][C:3]1[CH:8]=[CH:7][CH:6]=[C:5]([NH:9][CH3:10])[N:4]=1.C(=O)([O-])[O-].[K+].[K+].Cl[C:18]([O:20][C:21]1[CH:26]=[CH:25][C:24]([C:27]([F:30])([F:29])[F:28])=[CH:23][CH:22]=1)=[O:19].O>CC(C)=O>[CH3:1][O:2][C:3]1[N:4]=[C:5]([N:9]([CH3:10])[C:18](=[O:19])[O:20][C:21]2[CH:26]=[CH:25][C:24]([C:27]([F:30])([F:29])[F:28])=[CH:23][CH:22]=2)[CH:6]=[CH:7][CH:8]=1 |f:1.2.3|. Procedure details: To the mixture of 1.38 g of 2-methoxy-6-methylaminopyridine and 1.38 g of anhydrous potassium carbonate in 20 ml of acetone was added dropwise the solution of 2.25 g of 4-trifluoromethylphenyl chloroformate in 20 ml of acetone under stirring at room temperature. The mixture was stirred for 30 minutes and then was refluxed for 2 hours. After the reaction mixture was cooled to room temperature, it was poured into water and the product was extracted with benzene. The benzene solution, successively ... Reactants: CCOC1CCC(N2CCC(N)CC2)CC1, CN(C)C=O, CCN(C(C)C)C(C)C, Cl, Cl, N#Cc1ccc([N+](=O)[O-])c(F)c1. Product: CCOC1CCC(N2CCC(Nc3cc(C#N)ccc3[N+](=O)[O-])CC2)CC1. RXN SMILES: [CH2:24]([CH3:25])[O:26][CH:27]1[CH2:28][CH2:29][CH:30]([N:33]2[CH2:34][CH2:35][CH:36]([NH2:39])[CH2:37][CH2:38]2)[CH2:31][CH2:32]1.[CH3:40][N:41]([CH3:42])[CH:43]=[O:44].[CH:13]([N:14]([CH:15]([CH3:16])[CH3:17])[CH2:18][CH3:19])([CH3:20])[CH3:21].[ClH:22].[ClH:23].[F:1][c:2]1[cH:3][c:4]([C:5]#[N:6])[cH:7][cH:8][c:9]1[N+:10](=[O:11])[O-:12]>>[c:2]1([NH:39][CH:36]2[CH2:35][CH2:34][N:33]([CH:30]3[CH2:29][CH2:28][CH:27]([O:26][CH2:24][CH3:25])[CH2:32][CH2:31]3)[CH2:38][CH2:37]2)[cH:3][c:4]([C:5]#[N:6])[cH:7][cH:8][c:9]1[N+:10](=[O:11])[O-:12]. Reactants: NC1=NC(=C2NC(=NC2=N1)Cl)Cl (2-amino-6,8-dichloropurine), CC1(OC(C2(CC2)C(O1)=O)=O)C (6,6-dimethyl-5,7-dioxaspiro[2.5]octane-4,8-dione), C([O-])([O-])=O.[K+].[K+] (potassium carbonate). Run in CN(C=O)C (N,N-dimethylformamide). Reaction conditions: time 18 hour. Yields the product NC1=NC(=C2N=C(N(C2=N1)CCC1C(OC(OC1=O)(C)C)=O)Cl)Cl (2-amino-6,8-dichloro-9-[1-(2,2-dimethyl-1,3-dioxane4,6-dione-5-yl)eth-2-yl]purine). The yield is 58.8%. RXN SMILES: [NH2:1][C:2]1[N:10]=[C:9]2[C:5]([NH:6][C:7]([Cl:11])=[N:8]2)=[C:4]([Cl:12])[N:3]=1.[CH3:13][C:14]1([CH3:24])[O:21][C:20](=[O:22])[C:17]2([CH2:19][CH2:18]2)[C:16](=[O:23])[O:15]1.C(=O)([O-])[O-].[K+].[K+]>CN(C)C=O>[NH2:1][C:2]1[N:10]=[C:9]2[C:5]([N:6]=[C:7]([Cl:11])[N:8]2[CH2:19][CH2:18][CH:17]2[C:16](=[O:23])[O:15][C:14]([CH3:24])([CH3:13])[O:21][C:20]2=[O:22])=[C:4]([Cl:12])[N:3]=1 |f:2.3.4|. Procedure: A mixture of 2-amino-6,8-dichloropurine (2.04 g), 6,6-dimethyl-5,7-dioxaspiro[2.5]octane-4,8-dione (1.73 g) and anhydrous potassium carbonate (2.12 g) in N,N-dimethylformamide (40 ml) was stirred at room temperature for 18 hours under dry nitrogen. The solvent was evaporated and the residue dissolved in water (60 ml) and acidified from pH 10 to pH 4 with dilute hydrochloric acid. The yellow precipitate was filtered off, washed with water and dried to give 2-amino-6,8-dichloro-9-[1-(2,2-dimethyl-... Yield: 67.0%. The reactants are COC=1C=C(C=C(C1OC)OC)CC(=O)OC (methyl 3,4,5-trimethoxyphenyl-acetate), C(C)(=O)OC(C)=O (acetic anhydride), Cl(=O)(=O)(=O)O (perchloric acid). Product: Cl(=O)(=O)(=O)[O-].COC=1O[CH2+](C2=C(C1)C=C(C(=C2OC)OC)OC)C (3,6,7,8-Tetramethoxy-1-methyl-2-benzopyrylium Perchlorate). Reported procedure: To a stirred and cooled (ice-bath) solution of 24.8 grams methyl 3,4,5-trimethoxyphenyl-acetate (0.103 mol) in 51.8 grams acetic anhydride (0.508 mol) was slowly added 70% perchloric acid (14 ml, 0.163 mol) over a 20 minute period. The cooling bath was removed, and the mixture was stirred at room temperature for 2 hours. The reaction mixture was cooled again in an ice-bath and 600 ml diethyl ether was added with stirring. The orange crystalline perchlorate salt that precipitated was isolated by ... As a reaction SMILES: [CH3:1][O:2][C:3]1[CH:4]=[C:5]([CH2:13][C:14]([O:16][CH3:17])=[O:15])[CH:6]=[C:7]([O:11][CH3:12])[C:8]=1[O:9][CH3:10].[C:18](OC(=O)C)(=O)[CH3:19].[Cl:25]([OH:29])(=[O:28])(=[O:27])=[O:26]>>[Cl:25]([O-:29])(=[O:28])(=[O:27])=[O:26].[CH3:17][O:16][C:14]1[O:15][CH2+:18]([CH3:19])[C:6]2[C:7]([O:11][CH3:12])=[C:8]([O:9][CH3:10])[C:3]([O:2][CH3:1])=[CH:4][C:5]=2[CH:13]=1 |f:3.4|. Starting materials: C(C1=CC=CC=C1)(=O)OCC=CCO (4-hydroxy-2-butenyl benzoate), C(CCCCCCCCCCC\C=C/CCCCCCCC)(=O)Cl (erucoyl chloride). Yields the product C(CCCCCCCCCCC\C=C/CCCCCCCC)(=O)OCC=CCOC(C1=CC=CC=C1)=O (4-Benzoyloxy-2-butenyl erucate). RXN SMILES: [C:1]([O:9][CH2:10][CH:11]=[CH:12][CH2:13][OH:14])(=[O:8])[C:2]1[CH:7]=[CH:6][CH:5]=[CH:4][CH:3]=1.[C:15](Cl)(=[O:37])[CH2:16][CH2:17][CH2:18][CH2:19][CH2:20][CH2:21][CH2:22][CH2:23][CH2:24][CH2:25][CH2:26]/[CH:27]=[CH:28]\[CH2:29][CH2:30][CH2:31][CH2:32][CH2:33][CH2:34][CH2:35][CH3:36]>>[C:15]([O:14][CH2:13][CH:12]=[CH:11][CH2:10][O:9][C:1](=[O:8])[C:2]1[CH:7]=[CH:6][CH:5]=[CH:4][CH:3]=1)(=[O:37])[CH2:16][CH2:17][CH2:18][CH2:19][CH2:20][CH2:21][CH2:22][CH2:23][CH2:24][CH2:25][CH2:26]/[CH:27]=[CH:28]\[CH2:29][CH2:30][CH2:31][CH2:32][CH2:33][CH2:34][CH2:35][CH3:36]. Reported procedure: 4-Benzoyloxy-2-butenyl erucate was prepared by the procedure of Example 1 from 19 gms (0.1 mole) of 4-hydroxy-2-butenyl benzoate and 35.5 gms (0.1 mole) of erucoyl chloride. The structure of the final product was characterized on the basis of NMR and IR spectral analyses as described in Example 1.